Dataset: the Open Reaction Database (ORD), a public repository of structured organic reaction records. Task: describe an organic reaction: reactants, conditions, products, and yield Reported procedure: While stirring at from 20° to 30°, 7.96 g of 5-methoxybenzocyclobutene-1-carbonitrile in 40 ml of dichloromethane are added dropwise to a suspension of 26.6 g of aluminium trichloride in 60 ml of dichloromethane. Stirring is carried out for 30 minutes at from 20° to 30° and then, over a period of 15 minutes, 20.95 g of 2,6-dichlorobenzoyl chloride are added dropwise thereto and the whole is stirred for 4 hours at room temperature and then poured into a mixture of 500 g of ice-water and 10 ml of ... The product is ClC1=C(C(=O)C2=CC3=C(C(=C3)C#N)C=C2O)C(=CC=C1)Cl (4-(2,6-dichlorobenzoyl)-5-hydroxybenzocyclobutene-1-carbonitrile). The reactants are [Cl-].[Cl-].[Cl-].[Al+3] (aluminium trichloride), COC=1C=CC2=C(C(=C2)C#N)C1 (5-methoxybenzocyclobutene-1-carbonitrile), ice water, Cl (hydrochloric acid), ClC1=C(C(=O)Cl)C(=CC=C1)Cl (2,6-dichlorobenzoyl chloride). Reaction SMILES: C[O:2][C:3]1[CH:4]=[CH:5][C:6]2[CH:9]=[C:8]([C:10]#[N:11])[C:7]=2[CH:12]=1.[Cl-].[Cl-].[Cl-].[Al+3].[Cl:17][C:18]1[CH:26]=[CH:25][CH:24]=[C:23]([Cl:27])[C:19]=1[C:20](Cl)=[O:21].Cl>ClCCl.ClC(Cl)Cl>[Cl:17][C:18]1[CH:26]=[CH:25][CH:24]=[C:23]([Cl:27])[C:19]=1[C:20]([C:4]1[C:3]([OH:2])=[CH:12][C:7]2[C:8]([C:10]#[N:11])=[CH:9][C:6]=2[CH:5]=1)=[O:21] |f:1.2.3.4|. Conditions: time 30 minute. The solvent is ClC(Cl)Cl (trichloromethane), ClCCl (dichloromethane), ClCCl (dichloromethane).